From a dataset of the Open Reaction Database (ORD), a public repository of structured organic reaction records. describe an organic reaction: reactants, conditions, products, and yield Starting materials: COc1ccc(-c2ccc(Br)cc2)cc1, [Li]CCCC, C1CCOC1, CCCCCC, [Cl-], [NH4+], CC(C)C(=O)c1c[nH]cn1. Product: COc1ccc(-c2ccc(C(O)(c3c[nH]cn3)C(C)C)cc2)cc1. Reaction SMILES: [Br:1][c:2]1[cH:3][cH:4][c:5](-[c:8]2[cH:9][cH:10][c:11]([O:14][CH3:15])[cH:12][cH:13]2)[cH:6][cH:7]1.[CH2:16]([Li:17])[CH2:18][CH2:19][CH3:20].[CH2:33]1[O:34][CH2:35][CH2:36][CH2:37]1.[CH3:38][CH2:39][CH2:40][CH2:41][CH2:42][CH3:43].[Cl-:31].[NH4+:32].[nH:21]1[cH:22][n:23][c:24]([C:26]([CH:27]([CH3:28])[CH3:29])=[O:30])[cH:25]1>>[c:2]1([C:26]([c:24]2[n:23][cH:22][nH:21][cH:25]2)([CH:27]([CH3:28])[CH3:29])[OH:30])[cH:3][cH:4][c:5](-[c:8]2[cH:9][cH:10][c:11]([O:14][CH3:15])[cH:12][cH:13]2)[cH:6][cH:7]1. RXN SMILES: [CH3:1][O:2][C:3]1[CH:4]=[CH:5][C:6]2[CH2:7][C@H:8]3[N:19]([CH3:20])[CH2:18][CH2:17][C@@:14]4([C:15]=2[CH:16]=1)[C@@:9]3([O:23][CH3:24])[C@@H:10]([CH3:22])[CH2:11][C:12](=[O:21])[CH2:13]4.[N:25]#CBr.C(=O)([O-])[O-].[K+].[K+]>>[C:20]([N:19]1[CH2:18][CH2:17][C@@:14]23[C:15]4[CH:16]=[C:3]([O:2][CH3:1])[CH:4]=[CH:5][C:6]=4[CH2:7][C@@H:8]1[C@:9]2([O:23][CH3:24])[C@@H:10]([CH3:22])[CH2:11][C:12](=[O:21])[CH2:13]3)#[N:25] |f:2.3.4|. Product: C(#N)N1[C@H]2[C@@]3([C@H](CC(C[C@@]3(C=3C=C(C=CC3C2)OC)CC1)=O)C)OC (17-Cyano-3,14-dimethoxy-8β-methylmorphinan-6-one). Procedure: A slurry of 3,14-dimethoxy-8β,17-dimethylmorphinan-6-one (35) (4.4 g, 0.0134 mol), cyanogen bromide (4.2 g, 0.04 mol), and anhydrous potassium carbonate (5.5 g, 0.04 mol) in 140 ml of methylene chlordie was heated at reflux temperature for 22 hours under a nitrogen atmosphere. The potassium carbonate was removed by suction filtration and the filter cake washed throughly with methylene chloride. The solvent was removed from the filtrate under reduced pressure to leave 4.1 g (90% theory) of the ti... Starting materials: COC=1C=CC=2C[C@@H]3[C@@]4([C@H](CC(C[C@@]4(C2C1)CCN3C)=O)C)OC (3,14-Dimethoxy-8β,17-dimethylmorphinan-6-one), N#CBr (cyanogen bromide), C([O-])([O-])=O.[K+].[K+] (potassium carbonate).